Dataset: the Open Reaction Database (ORD), a public repository of structured organic reaction records. Task: describe an organic reaction: reactants, conditions, products, and yield Starting materials: BrC1CCC1, O=C([O-])[O-], CCOC(=O)C1(NC(=O)c2cccc(C)c2O)Cc2ccccc2C1, [Cs+], [Cs+], CN(C)C=O. Product: CCOC(=O)C1(NC(=O)c2cccc(C)c2OC2CCC2)Cc2ccccc2C1. As a reaction SMILES: [Br:32][CH:33]1[CH2:34][CH2:35][CH2:36]1.[C:26](=[O:27])([O-:28])[O-:29].[CH2:1]([CH3:2])[O:3][C:4](=[O:5])[C:6]1([NH:15][C:16]([c:17]2[c:18]([OH:24])[c:19]([CH3:23])[cH:20][cH:21][cH:22]2)=[O:25])[CH2:7][c:8]2[cH:9][cH:10][cH:11][cH:12][c:13]2[CH2:14]1.[Cs+:30].[Cs+:31].[O:37]=[CH:38][N:39]([CH3:40])[CH3:41]>>[CH2:1]([CH3:2])[O:3][C:4](=[O:5])[C:6]1([NH:15][C:16]([c:17]2[c:18]([O:24][CH:33]3[CH2:34][CH2:35][CH2:36]3)[c:19]([CH3:23])[cH:20][cH:21][cH:22]2)=[O:25])[CH2:7][c:8]2[cH:9][cH:10][cH:11][cH:12][c:13]2[CH2:14]1. Starting materials: O1COC2=C1C=CC(=C2)C2(CC2)C(=O)NC2=NC=C(C=C2)CC2=CC=CC=C2 (1-(benzo[d][1,3]dioxol-5-yl)-N-(5-benzylpyridin-2-yl)cyclopropanecarboxamide), O1COC2=C1C=CC(=C2)C2(CC2)C(=O)NC2=NC=C(C=C2)Br (1-(benzo[d][1,3]dioxol-5-yl)-N-(5-bromopyridin-2-yl)cyclopropanecarboxamide), [Br-].C1(CCCCC1)C[Zn+] ((cyclohexylmethyl)zinc(II) bromide). The product is O1COC2=C1C=CC(=C2)C2(CC2)C(=O)NC2=NC=C(C=C2)CC2CCCCC2 (1-(Benzo[d][1,3]dioxol-5-yl)-N-(5-(cyclohexylmethyl)pyridin-2-yl)cyclopropanecarboxamide). As a reaction SMILES: [O:1]1[C:5]2[CH:6]=[CH:7][C:8]([C:10]3([C:13]([NH:15][C:16]4[CH:21]=[CH:20][C:19]([CH2:22][C:23]5[CH:28]=[CH:27][CH:26]=[CH:25][CH:24]=5)=[CH:18][N:17]=4)=[O:14])[CH2:12][CH2:11]3)=[CH:9][C:4]=2[O:3][CH2:2]1.O1C2C=CC(C3(C(NC4C=CC(Br)=CN=4)=O)CC3)=CC=2OC1.[Br-].C1(C[Zn+])CCCCC1>>[O:1]1[C:5]2[CH:6]=[CH:7][C:8]([C:10]3([C:13]([NH:15][C:16]4[CH:21]=[CH:20][C:19]([CH2:22][CH:23]5[CH2:28][CH2:27][CH2:26][CH2:25][CH2:24]5)=[CH:18][N:17]=4)=[O:14])[CH2:11][CH2:12]3)=[CH:9][C:4]=2[O:3][CH2:2]1 |f:2.3|. Procedure details: 1-(Benzo[d][1,3]dioxol-5-yl)-N-(5-(cyclohexylmethyl)pyridin-2-yl)cyclopropanecarboxamide was synthesized using the procedure of 1-(benzo[d][1,3]dioxol-5-yl)-N-(5-benzylpyridin-2-yl)cyclopropanecarboxamide by reacting 1-(benzo[d][1,3]dioxol-5-yl)-N-(5-bromopyridin-2-yl)cyclopropanecarboxamide with (cyclohexylmethyl)zinc(II) bromide. Starting materials: N(N)C1=CC=C(C(=O)O)C=C1 (4-hydrazinobenzoic acid), C(C)(C)C(=O)C (isopropylmethylketone). Solvent: C(C)(=O)O (acetic acid). Yields the product CC1=NC2=CC=C(C=C2C1(C)C)C(=O)O (2,3,3-Trimethyl-5-carboxy-3H-indole). The yield is 80.1%. Reaction SMILES: [NH:1]([C:3]1[CH:11]=[CH:10][C:6]([C:7]([OH:9])=[O:8])=[CH:5][CH:4]=1)N.[CH:12]([C:15]([CH3:17])=O)([CH3:14])[CH3:13]>C(O)(=O)C>[CH3:17][C:15]1[C:12]([CH3:14])([CH3:13])[C:11]2[C:3](=[CH:4][CH:5]=[C:6]([C:7]([OH:9])=[O:8])[CH:10]=2)[N:1]=1. Reported procedure: A solution of 4-hydrazinobenzoic acid (10.0 g, 65.7 mmol), isopropylmethylketone (21.1 mL, 197 mmol) in acetic acid (35 mL) was heated under reflux in an oil bath for 20 h. After cooling to ambient temperature the solvent was evaporated off under reduced pressure and to it was added a saturated aqueous solution of NaHCO3 (50 mL) and washed with CH2Cl2 (3×40 mL). The pH of the aqueous solution was adjusted with 1 M aqueous HCl to ca. 2, and then extracted with CH2Cl2 (3×50 mL). The combined organ... The reactants are C(=O)(OC(C)(C)C)N1CC(CC1)=O (N-Boc-3-pyrrolidinone), C(#C)[Mg]Cl (Ethynyl magnesium chloride), [Cl-].[NH4+] (ammonium chloride). The solvent is C1CCOC1 (THF), C1CCOC1 (THF). Conditions: time 2 hour. Yields the product C(=O)(OC(C)(C)C)N1CC(CC1)(C#C)O (rac-N-Boc-3-hydroxy-3-ethynyl-pyrrolidine). As a reaction SMILES: [C:1]([Mg]Cl)#[CH:2].[C:5]([N:12]1[CH2:16][CH2:15][C:14](=[O:17])[CH2:13]1)([O:7][C:8]([CH3:11])([CH3:10])[CH3:9])=[O:6].[Cl-].[NH4+]>C1COCC1>[C:5]([N:12]1[CH2:16][CH2:15][C:14]([OH:17])([C:1]#[CH:2])[CH2:13]1)([O:7][C:8]([CH3:11])([CH3:10])[CH3:9])=[O:6] |f:2.3|. Reported procedure: Ethynyl magnesium chloride (0.5 M in THF, 210 mL, 105 mmol) was diluted with THF (100 mL) and cooled in an ice-water bath. A solution of N-Boc-3-pyrrolidinone (9.21 g, 50 mmol) (Example 97A above) in THF (100 mL) was added dropwise with cooling. The mixture was stirred for 2 h and aqueous ammonium chloride solution (100 mL, 15% W/V) was then added. The mixture was then extracted with ether (2×400 mL). The ether layers were washed with saturated aqueous sodium chloride solution (200 mL), combined... Reactants: [OH-].[Na+] (sodium hydroxide), ClC=1N=C(N(C1/C=C/C(=O)OC)CC1=C(C=C(C=C1)C=1OC=CC1)Cl)C (methyl (E)-3-(4-chloro-1-(2-chloro-4-(2-furyl)benzyl)-2-methylimidazol-5-yl)-2-propenate), Cl (hydrochloric acid). Run in O1CCOCC1 (1,4-dioxane). Reaction conditions: temperature 50 celsius, time 1 hour. The product is ClC=1N=C(N(C1/C=C/C(=O)O)CC1=C(C=C(C=C1)C=1OC=CC1)Cl)C ((E)-3-(4-chloro-1-(2-chloro-4-(2-furyl)benzyl)-2-methylimidazol-5-yl)-2-propenic acid). The yield is 100.8%. As a reaction SMILES: [Cl:1][C:2]1[N:3]=[C:4]([CH3:26])[N:5]([CH2:13][C:14]2[CH:19]=[CH:18][C:17]([C:20]3[O:21][CH:22]=[CH:23][CH:24]=3)=[CH:16][C:15]=2[Cl:25])[C:6]=1/[CH:7]=[CH:8]/[C:9]([O:11]C)=[O:10].[OH-].[Na+].Cl>O1CCOCC1>[Cl:1][C:2]1[N:3]=[C:4]([CH3:26])[N:5]([CH2:13][C:14]2[CH:19]=[CH:18][C:17]([C:20]3[O:21][CH:22]=[CH:23][CH:24]=3)=[CH:16][C:15]=2[Cl:25])[C:6]=1/[CH:7]=[CH:8]/[C:9]([OH:11])=[O:10] |f:1.2|. Procedure: To a suspension of methyl (E)-3-(4-chloro-1-(2-chloro-4-(2-furyl)benzyl)-2-methylimidazol-5-yl)-2-propenate (319 mg) in 1,4-dioxane (1.6 ml) was added 1N aqueous sodium hydroxide solution (1.2 ml) and the mixture was stirred at 50° C. for 1 hr. The reaction mixture was ice-cooled and 1N hydrochloric acid (1.2 ml) was added dropwise to neutralize the mixture. The resulting product was extracted 3 times with chloroform-methanol (4/1). The organic layers were combined, washed with saturated brine, ... The reactants are O=C([O-])[O-], CN1CCNCC1, COC(=O)c1ccc(F)cc1, CC#N, [K+], [K+]. Product: COC(=O)c1ccc(N2CCN(C)CC2)cc1. As a reaction SMILES: [C:19](=[O:20])([O-:21])[O-:22].[CH3:12][N:13]1[CH2:14][CH2:15][NH:16][CH2:17][CH2:18]1.[CH3:1][O:2][C:3]([c:4]1[cH:5][cH:6][c:7]([F:10])[cH:8][cH:9]1)=[O:11].[CH3:25][C:26]#[N:27].[K+:23].[K+:24]>>[CH3:1][O:2][C:3]([c:4]1[cH:5][cH:6][c:7]([N:16]2[CH2:15][CH2:14][N:13]([CH3:12])[CH2:18][CH2:17]2)[cH:8][cH:9]1)=[O:11]. Yields the product C(C)(C)(C)OC(=O)N1C(CCCC1)CCOC1=C(C(NC2=CC(=C(C=C12)CNC1=NC=NC=C1)Cl)=O)C1=CC(=CC(=C1)C)C (2-{2-[7-chloro-3-(3,5-dimethylphenyl)-2-oxo-6-(pyrimidin-4-ylaminomethyl)-1,2-dihydroquinolin-4-yloxy]-ethyl}-piperidine-1-carboxylic acid tert-butyl ester). RXN SMILES: [C:1]([O:5][C:6]([N:8]1[CH2:13][CH2:12][CH2:11][CH2:10][CH:9]1[CH2:14][CH2:15][O:16][C:17]1[C:26]2[C:21](=[CH:22][C:23]([Cl:35])=[C:24]([CH:27]=[N:28][C:29]3[CH:34]=[CH:33][N:32]=[CH:31][N:30]=3)[CH:25]=2)[NH:20][C:19](=[O:36])[C:18]=1[C:37]1[CH:42]=[C:41]([CH3:43])[CH:40]=[C:39]([CH3:44])[CH:38]=1)=[O:7])([CH3:4])([CH3:3])[CH3:2].[H-].[Al+3].[Li+].[H-].[H-].[H-]>>[C:1]([O:5][C:6]([N:8]1[CH2:13][CH2:12][CH2:11][CH2:10][CH:9]1[CH2:14][CH2:15][O:16][C:17]1[C:26]2[C:21](=[CH:22][C:23]([Cl:35])=[C:24]([CH2:27][NH:28][C:29]3[CH:34]=[CH:33][N:32]=[CH:31][N:30]=3)[CH:25]=2)[NH:20][C:19](=[O:36])[C:18]=1[C:37]1[CH:38]=[C:39]([CH3:44])[CH:40]=[C:41]([CH3:43])[CH:42]=1)=[O:7])([CH3:3])([CH3:2])[CH3:4] |f:1.2.3.4.5.6|. Starting materials: C(C)(C)(C)OC(=O)N1C(CCCC1)CCOC1=C(C(NC2=CC(=C(C=C12)C=NC1=NC=NC=C1)Cl)=O)C1=CC(=CC(=C1)C)C (2-{2-[7-chloro-3-(3,5-dimethylphenyl)-2-oxo-6-(pyrimidin-4-yliminomethyl)-1,2-dihydroquinolin-4-yloxy]-ethyl )-piperidine-1-carboxylic acid tert-butyl ester), solution, [H-].[Al+3].[Li+].[H-].[H-].[H-] (lithium aluminum hydride). Conditions: time 2 hour. Procedure: To a solution of 2-{2-[7-chloro-3-(3,5-dimethylphenyl)-2-oxo-6-(pyrimidin-4-yliminomethyl)-1,2-dihydroquinolin-4-yloxy]-ethyl )-piperidine-1-carboxylic acid tert-butyl ester (36 mg in 2 mL dry tetrahydrofuran) at -10° C. was added a 1M solution of lithium aluminum hydride (2 mL) and the mixture stirred at low temperature. After 2 hours, the reaction was quenched by the addition of water, filtered and the organic portion concentrated in vacuo. Purification by preparative tic on silica gel gave th...